Dataset: the Open Reaction Database (ORD), a public repository of structured organic reaction records. Task: describe an organic reaction: reactants, conditions, products, and yield Reactants: Nc1cc(C2CCC(=O)CC2)nc2ccnn12, Nc1cc(C2CCCC3(C2)OCCO3)nc2ccnn12, Nc1cc(C2CCC3(CC2)OCCO3)nc2ccnn12. The product is Nc1cc(C2CCCC(=O)C2)nc2ccnn12. Reaction SMILES: [NH2:1][c:2]1[n:3]2[n:4][cH:5][cH:6][c:7]2[n:8][c:9]([CH:10]2[CH2:11][CH2:12][C:13](=[O:14])[CH2:15][CH2:16]2)[cH:17]1.[O:18]1[CH2:20][CH2:19][O:21][C:22]12[CH2:23][CH:24]([c:28]1[n:29][c:30]3[n:31]([c:32]([NH2:34])[cH:33]1)[n:35][cH:36][cH:37]3)[CH2:25][CH2:26][CH2:27]2.[O:38]1[C:39]2([CH2:40][CH2:41][CH:42]([c:43]3[cH:44][c:45]([NH2:46])[n:47]4[n:48][cH:49][cH:50][c:51]4[n:52]3)[CH2:53][CH2:54]2)[O:55][CH2:56][CH2:57]1>>[O:21]=[C:22]1[CH2:23][CH:24]([c:28]2[n:29][c:30]3[n:31]([c:32]([NH2:34])[cH:33]2)[n:35][cH:36][cH:37]3)[CH2:25][CH2:26][CH2:27]1. Starting materials: Br, CCO, Cc1ccccc1, ClCCl, O=[N+]([O-])c1ccccc1B(O)O, Nc1ncc(Br)s1, [Na+], [Na+], O=C([O-])[O-], O. Product: Nc1ncc(-c2ccccc2[N+](=O)[O-])s1. As a reaction SMILES: [BrH:1].[CH3:38][CH2:39][OH:40].[CH3:9][c:10]1[cH:11][cH:12][cH:13][cH:14][cH:15]1.[Cl:34][CH2:35][Cl:36].[N+:16](=[O:17])([O-:18])[c:19]1[c:20]([B:25]([OH:26])[OH:27])[cH:21][cH:22][cH:23][cH:24]1.[NH2:2][c:3]1[s:4][c:5]([Br:8])[cH:6][n:7]1.[Na+:28].[Na+:29].[O-:30][C:31](=[O:32])[O-:33].[OH2:37]>>[NH2:2][c:3]1[s:4][c:5](-[c:20]2[c:19]([N+:16](=[O:17])[O-:18])[cH:24][cH:23][cH:22][cH:21]2)[cH:6][n:7]1. Starting materials: ClC(C(F)(F)F)=C(C(F)(F)F)Cl (2,3-dichloro-1,1,1,4,4,4-hexafluorobut-2-ene), C1(=CC=CC=C1)C (toluene), C(CO)O (ethylene glycol), [H-].[Na+] (sodium hydride). Run in O (water). Conditions: temperature 40 celsius, time 5 hour. Product: ClC(C(F)(F)F)C1(C(F)(F)F)OCCO1 (2-chloro-1,1,1,4,4,4-hexafluoro-3,3-ethylenedioxybutane). Isolated yield 69.6%. RXN SMILES: [Cl:1][C:2](=[C:7](Cl)[C:8]([F:11])([F:10])[F:9])[C:3]([F:6])([F:5])[F:4].C1(C)C=CC=CC=1.[CH2:20]([OH:23])[CH2:21][OH:22].[H-].[Na+]>O>[Cl:1][CH:2]([C:7]1([O:23][CH2:20][CH2:21][O:22]1)[C:8]([F:11])([F:10])[F:9])[C:3]([F:6])([F:5])[F:4] |f:3.4|. Procedure details: 233 g of 2,3-dichloro-1,1,1,4,4,4-hexafluorobut-2-ene were added dropwise to 400 ml of toluene, 80 g of ethylene glycol and 80 g of 60% strength sodium hydride in mineral oil at room temperature. The reaction mixture was stirred at 40° C. for 5 hours and water was then added. The organic phase was separated off, the aqueous phase was extracted with methyl t-butyl ether and the combined organic phases were dried over sodium sulfate. After removal of the solvent and subsequent distillation in vacu... Starting materials: O=C(O)C1CC(O)CN1C(=O)Nc1cc(Cl)cc(Cl)c1, Cl. Product: O=C1C2CC(O)CN2C(=O)N1c1cc(Cl)cc(Cl)c1. Reaction SMILES: [Cl:1][c:2]1[cH:3][c:4]([NH:9][C:10](=[O:11])[N:12]2[CH:13]([C:14](=[O:15])[OH:16])[CH2:17][CH:18]([OH:20])[CH2:19]2)[cH:5][c:6]([Cl:8])[cH:7]1.[ClH:21]>>[Cl:1][c:2]1[cH:3][c:4]([N:9]2[C:10](=[O:11])[N:12]3[CH:13]([C:14]2=[O:15])[CH2:17][CH:18]([OH:20])[CH2:19]3)[cH:5][c:6]([Cl:8])[cH:7]1. Reactants: O1[C@H]2C([C@@H]3[C@H]([C@@H]3[C@H]21)C(=O)OCC)=O (ethyl (1S, 3R, 4R, 5R, 6S)-3,4-epoxy-2-oxobicyclo[3.1.0]hexane-6-carboxylate), FC=1C([C@@H]2[C@H]([C@@H]2C1)C(=O)OCC)=O (ethyl (1S, 5R, 6S)-3-fluoro-2-oxobicyclo[3.1.0]hex-3-ene-6-carboxyl ate). Yields the product FC=1C([C@@H]2[C@H]([C@@H]2C1)C(=O)OCCO)=O (2-hydroxyethyl (1S, 5R, 6S)-3-fluoro-2-oxobicyclo[3.1.0]hex-3-ene-6-carboxylate). Yield: 152.1%. Reaction SMILES: [O:1]1[C@H]2[C@@H]1C(=O)[C@H]1[C@@H]2[C@@H]1C(OCC)=O.[F:14][C:15]1[C:16](=[O:26])[C@H:17]2[C@@H:19]([CH:20]=1)[C@@H:18]2[C:21]([O:23][CH2:24][CH3:25])=[O:22]>>[F:14][C:15]1[C:16](=[O:26])[C@H:17]2[C@@H:19]([CH:20]=1)[C@@H:18]2[C:21]([O:23][CH2:24][CH2:25][OH:1])=[O:22]. Procedure details: In addition, in the same manner as described above, from 5.45 g of ethyl (1S, 3R, 4R, 5R, 6S)-3,4-epoxy-2-oxobicyclo[3.1.0]hexane-6-carboxylate, 1.01 g of ethyl (1S, 5R, 6S)-3-fluoro-2-oxobicyclo[3.1.0]hex-3-ene-6-carboxyl ate, and 1.67 g of 2-hydroxyethyl (1S, 5R, 6S)-3-fluoro-2-oxobicyclo[3.1.0]hex-3-ene-6-carboxylate were obtained. Reactants: COCOc1cccnc1Br, O=Cc1cccc(Br)c1, [Li]CCCC, CCCCCC, CCOCC, O. Product: COCOc1cccnc1C(O)c1cccc(Br)c1. Reaction SMILES: [Br:1][c:2]1[n:3][cH:4][cH:5][cH:6][c:7]1[O:8][CH2:9][O:10][CH3:11].[Br:23][c:24]1[cH:25][c:26]([CH:27]=[O:28])[cH:29][cH:30][cH:31]1.[CH2:18]([Li:19])[CH2:20][CH2:21][CH3:22].[CH3:12][CH2:13][CH2:14][CH2:15][CH2:16][CH3:17].[CH3:33][CH2:34][O:35][CH2:36][CH3:37].[OH2:32]>>[c:2]1([CH:27]([c:26]2[cH:25][c:24]([Br:23])[cH:31][cH:30][cH:29]2)[OH:28])[n:3][cH:4][cH:5][cH:6][c:7]1[O:8][CH2:9][O:10][CH3:11]. Starting materials: FC1=C(C=C2CCN(C2=C1)S(=O)(=O)C1=CC=C(C=C1)C)C#CCCCO (5-[6-Fluoro-1-(toluene-4-sulfonyl)-2,3-dihydro-1H-indol-5-yl]-pent-4-yn-1-ol), C(C)NCCO (2-(ethylamino)ethanol). Yields the product C(C)N(CCO)CCCC#CC=1C=C2CCN(C2=CC1F)S(=O)(=O)C1=CC=C(C=C1)C (2-(Ethyl-{5-[6-fluoro-1-(toluene-4-sulfonyl)-2,3-dihydro-1H-indol-5-yl]-pent-4-ynyl}-amino)-ethanol). Reaction SMILES: [F:1][C:2]1[CH:10]=[C:9]2[C:5]([CH2:6][CH2:7][N:8]2[S:11]([C:14]2[CH:19]=[CH:18][C:17]([CH3:20])=[CH:16][CH:15]=2)(=[O:13])=[O:12])=[CH:4][C:3]=1[C:21]#[C:22][CH2:23][CH2:24][CH2:25]O.[CH2:27]([NH:29][CH2:30][CH2:31][OH:32])[CH3:28]>>[CH2:27]([N:29]([CH2:25][CH2:24][CH2:23][C:22]#[C:21][C:3]1[CH:4]=[C:5]2[C:9](=[CH:10][C:2]=1[F:1])[N:8]([S:11]([C:14]1[CH:19]=[CH:18][C:17]([CH3:20])=[CH:16][CH:15]=1)(=[O:13])=[O:12])[CH2:7][CH2:6]2)[CH2:30][CH2:31][OH:32])[CH3:28]. Procedure details: In analogy to example 16.13, 5-[6-Fluoro-1-(toluene-4-sulfonyl)-2,3-dihydro-1H-indol-5-yl]-pent-4-yn-1-ol and 2-(ethylamino)ethanol instead of 2-(methylamino)ethanol were converted to yield 2-(Ethyl-{5-[6-fluoro-1-(toluene-4-sulfonyl)-2,3-dihydro-1H-indol-5-yl]-pent-4-ynyl}-amino)-ethanol as a light yellow oil, MS: 445 (MH+). Starting materials: ClC[Si](C)(C)C1=CC=C(C=C1)OCC ((chloromethyl)(4-ethoxyphenyl)dimethylsilane), O(C1=CC=CC=C1)C1=CC=CC(=N1)CS (6-phenoxy-2-pyridine methanethiol). Product: C(C)OC1=CC=C(C=C1)[Si](CSCC1=NC(=CC=C1)OC1=CC=CC=C1)(C)C ((4-ethoxyphenyl)dimethyl[(((6-phenoxy-2-pyridinyl)methyl)thio)methyl]silane). Isolated yield 82.4%. Reaction SMILES: Cl[CH2:2][Si:3]([C:6]1[CH:11]=[CH:10][C:9]([O:12][CH2:13][CH3:14])=[CH:8][CH:7]=1)([CH3:5])[CH3:4].[O:15]([C:22]1[N:27]=[C:26]([CH2:28][SH:29])[CH:25]=[CH:24][CH:23]=1)[C:16]1[CH:21]=[CH:20][CH:19]=[CH:18][CH:17]=1>>[CH2:13]([O:12][C:9]1[CH:10]=[CH:11][C:6]([Si:3]([CH3:5])([CH3:4])[CH2:2][S:29][CH2:28][C:26]2[CH:25]=[CH:24][CH:23]=[C:22]([O:15][C:16]3[CH:21]=[CH:20][CH:19]=[CH:18][CH:17]=3)[N:27]=2)=[CH:7][CH:8]=1)[CH3:14]. Procedure: In the manner described in Example 1, 1.8 grams (8.0 mmoles) of (chloromethyl)(4-ethoxyphenyl)dimethylsilane was reacted with 1.7 grams (8.0 mmoles) of 6-phenoxy-2-pyridine methanethiol giving 3.2 grams of a light orange oil. The product was purified on a Waters® Prep 500A liquid chromatograph (silica gel) eluting with 6 percent ethylacetate in hexane, to yield 2.7 grams of (4-ethoxyphenyl)dimethyl[(((6-phenoxy-2-pyridinyl)methyl)thio)methyl]silane as a clear oil. Analytical data for this produc... Starting materials: CCOCC, O=C(Cl)C1CCCO1, OCc1ccccc1, c1ccncc1. Product: O=C(OCc1ccccc1)C1CCCO1. Reaction SMILES: [CH3:23][CH2:24][O:25][CH2:26][CH3:27].[O:1]1[CH:2]([C:6](=[O:7])[Cl:8])[CH2:3][CH2:4][CH2:5]1.[OH:9][CH2:10][c:11]1[cH:12][cH:13][cH:14][cH:15][cH:16]1.[cH:17]1[cH:18][cH:19][n:20][cH:21][cH:22]1>>[O:1]1[CH:2]([C:6](=[O:7])[O:9][CH2:10][c:11]2[cH:12][cH:13][cH:14][cH:15][cH:16]2)[CH2:3][CH2:4][CH2:5]1. Starting materials: COC(=O)c1ccc(B2OC(C)(C)C(C)(C)O2)cc1F, [Na+], [Na+], O=C([O-])[O-], C1COCCO1, Cl[Pd]Cl, Cc1ccc(S(=O)(=O)OC(=CC(C)C)c2cc3cc(F)cnc3n2S(=O)(=O)c2ccccc2)cc1, c1ccc(P(c2ccccc2)c2ccccc2)cc1, c1ccc(P(c2ccccc2)c2ccccc2)cc1. The product is COC(=O)c1ccc(C(=CC(C)C)c2cc3cc(F)cnc3n2S(=O)(=O)c2ccccc2)cc1F. As a reaction SMILES: [CH3:36][O:37][C:38]([c:39]1[c:40]([F:54])[cH:41][c:42]([B:45]2[O:46][C:47]([CH3:48])([CH3:49])[C:50]([CH3:51])([CH3:52])[O:53]2)[cH:43][cH:44]1)=[O:55].[Na+:56].[Na+:57].[O-:58][C:59](=[O:60])[O-:61].[O:62]1[CH2:63][CH2:64][O:65][CH2:66][CH2:67]1.[Pd:68]([Cl:69])[Cl:70].[c:1]1([S:7](=[O:8])(=[O:9])[n:10]2[c:11]([C:20](=[CH:21][CH:22]([CH3:23])[CH3:24])[O:25][S:26]([c:27]3[cH:28][cH:29][c:30]([CH3:31])[cH:32][cH:33]3)(=[O:34])=[O:35])[cH:12][c:13]3[c:14]2[n:15][cH:16][c:17]([F:19])[cH:18]3)[cH:2][cH:3][cH:4][cH:5][cH:6]1.[c:71]1([P:72]([c:73]2[cH:74][cH:75][cH:76][cH:77][cH:78]2)[c:79]2[cH:80][cH:81][cH:82][cH:83][cH:84]2)[cH:85][cH:86][cH:87][cH:88][cH:89]1.[c:90]1([P:91]([c:92]2[cH:93][cH:94][cH:95][cH:96][cH:97]2)[c:98]2[cH:99][cH:100][cH:101][cH:102][cH:103]2)[cH:104][cH:105][cH:106][cH:107][cH:108]1>>[c:1]1([S:7](=[O:8])(=[O:9])[n:10]2[c:11]([C:20](=[CH:21][CH:22]([CH3:23])[CH3:24])[c:42]3[cH:41][c:40]([F:54])[c:39]([C:38]([O:37][CH3:36])=[O:55])[cH:44][cH:43]3)[cH:12][c:13]3[c:14]2[n:15][cH:16][c:17]([F:19])[cH:18]3)[cH:2][cH:3][cH:4][cH:5][cH:6]1.